Dataset: the Open Reaction Database (ORD), a public repository of structured organic reaction records. Task: describe an organic reaction: reactants, conditions, products, and yield Reactants: C(C)(C)C1=CC=C(C=C1)C1C(OC2=C1C(=C(C(=C2C)C)O)C)(C)C (3-(4-isopropylphenyl)-2,2,4,6,7-pentamethyl-2,3-dihydrobenzofuran-5-ol), CS(=O)(=O)OCCC(C1=CC=CC=C1)C1=CC=CC=C1 (3,3-diphenylpropyl methanesulfonate). The product is C1(=CC=CC=C1)C(CCOC=1C(=C(C2=C(C(C(O2)(C)C)C2=CC=C(C=C2)C(C)C)C1C)C)C)C1=CC=CC=C1 (5-(3,3-Diphenylpropyloxy)-3-(4-isopropylphenyl)-2,2,4,6,7-pentamethyl-2,3-dihydrobenzofuran). The yield is 55.0%. As a reaction SMILES: [CH:1]([C:4]1[CH:9]=[CH:8][C:7]([CH:10]2[C:14]3[C:15]([CH3:22])=[C:16]([OH:21])[C:17]([CH3:20])=[C:18]([CH3:19])[C:13]=3[O:12][C:11]2([CH3:24])[CH3:23])=[CH:6][CH:5]=1)([CH3:3])[CH3:2].CS(O[CH2:30][CH2:31][CH:32]([C:39]1[CH:44]=[CH:43][CH:42]=[CH:41][CH:40]=1)[C:33]1[CH:38]=[CH:37][CH:36]=[CH:35][CH:34]=1)(=O)=O>>[C:33]1([CH:32]([C:39]2[CH:40]=[CH:41][CH:42]=[CH:43][CH:44]=2)[CH2:31][CH2:30][O:21][C:16]2[C:17]([CH3:20])=[C:18]([CH3:19])[C:13]3[O:12][C:11]([CH3:24])([CH3:23])[CH:10]([C:7]4[CH:8]=[CH:9][C:4]([CH:1]([CH3:3])[CH3:2])=[CH:5][CH:6]=4)[C:14]=3[C:15]=2[CH3:22])[CH:38]=[CH:37][CH:36]=[CH:35][CH:34]=1. Reported procedure: Using 3-(4-isopropylphenyl)-2,2,4,6,7-pentamethyl-2,3-dihydrobenzofuran-5-ol and 3,3-diphenylpropyl methanesulfonate, the title compound was obtained in the same manner as in Example 1. This was oily. Starting materials: CN1N=C(C=C1C(=O)NC1=CC(=CC=C1)OC=1C=CC=2N(C1)C=C(N2)NC(C(F)(F)F)=O)C (1,3-dimethyl-N-[3-({2-[(trifluoroacetyl)amino]imidazo[1,2-a]pyridin-6-yl}oxy)phenyl]-1H-pyrazole-5-carboxamide), [OH-].[Na+] (sodium hydroxide), C(C)O (ethanol). Run in O (water). Conditions: temperature 40 celsius, time 2 hour. The product is NC=1N=C2N(C=C(C=C2)OC=2C=C(C=CC2)NC(=O)C2=CC(=NN2C)C)C1 (N-{3-[(2-aminoimidazo[1,2-a]pyridin-6-yl)oxy]phenyl}-1,3-dimethyl-1H-pyrazole-5-carboxamide). The yield is 79.1%. RXN SMILES: [CH3:1][N:2]1[C:6]([C:7]([NH:9][C:10]2[CH:15]=[CH:14][CH:13]=[C:12]([O:16][C:17]3[CH:18]=[CH:19][C:20]4[N:21]([CH:23]=[C:24]([NH:26]C(=O)C(F)(F)F)[N:25]=4)[CH:22]=3)[CH:11]=2)=[O:8])=[CH:5][C:4]([CH3:33])=[N:3]1.[OH-].[Na+].C(O)C>O>[NH2:26][C:24]1[N:25]=[C:20]2[CH:19]=[CH:18][C:17]([O:16][C:12]3[CH:11]=[C:10]([NH:9][C:7]([C:6]4[N:2]([CH3:1])[N:3]=[C:4]([CH3:33])[CH:5]=4)=[O:8])[CH:15]=[CH:14][CH:13]=3)=[CH:22][N:21]2[CH:23]=1 |f:1.2|. Procedure details: A mixture of 1,3-dimethyl-N-[3-({2-[(trifluoroacetyl)amino]imidazo[1,2-a]pyridin-6-yl}oxy)phenyl]-1H-pyrazole-5-carboxamide (328 mg, 0.715 mmol), 1N aqueous sodium hydroxide solution (3 mL) and ethanol (3 mL) was stirred at 40° C. for 2 hr. The reaction mixture was diluted with water and extracted with ethyl acetate (×3). The organic layer was washed with saturated brine, dried over anhydrous magnesium sulfate and filtrated. The filtrate was concentrated under reduced pressure, and the residue w... Starting materials: BrC=1C=C(C=CC1)S(=O)(=O)N1C=C(C=C1)/C=C/C(=O)O ((E)-3-[1-(3-bromo-benzenesulfonyl)-1H-pyrrol-3-yl]-acrylic acid), CN(C)C=O (DMF), C=1C=CC2=C(C1)N=NN2O (HOBt), C(C)(C)(C)OC(NC1=C(C=CC=C1)N)=O ((2-amino-phenyl)-carbamic acid tert-butyl ester). The solvent is C(C)N(CC)CC (Triethylamine), O (H2O), C(CCl)Cl (EDC). Reaction conditions: time 0.5 hour. Yields the product C(C)(C)(C)OC(NC1=C(C=CC=C1)NC(\C=C\C1=CN(C=C1)S(=O)(=O)C1=CC(=CC=C1)Br)=O)=O ((2{(E)-3-[1-(3-Bromo-benzenesulfonyl)-1H-pyrrol-3-yl]-allanoylamino}-phenyl)-carbamic acid tert-butyl ester). RXN SMILES: [Br:1][C:2]1[CH:3]=[C:4]([S:8]([N:11]2[CH:15]=[CH:14][C:13](/[CH:16]=[CH:17]/[C:18]([OH:20])=O)=[CH:12]2)(=[O:10])=[O:9])[CH:5]=[CH:6][CH:7]=1.CN(C=O)C.C1C=CC2N(O)N=NC=2C=1.[C:36]([O:40][C:41](=[O:50])[NH:42][C:43]1[CH:48]=[CH:47][CH:46]=[CH:45][C:44]=1[NH2:49])([CH3:39])([CH3:38])[CH3:37]>C(Cl)CCl.C(N(CC)CC)C.O>[C:36]([O:40][C:41](=[O:50])[NH:42][C:43]1[CH:48]=[CH:47][CH:46]=[CH:45][C:44]=1[NH:49][C:18](=[O:20])/[CH:17]=[CH:16]/[C:13]1[CH:14]=[CH:15][N:11]([S:8]([C:4]2[CH:5]=[CH:6][CH:7]=[C:2]([Br:1])[CH:3]=2)(=[O:9])=[O:10])[CH:12]=1)([CH3:39])([CH3:37])[CH3:38]. Procedure: A mixture of 5.4 g (E)-3-[1-(3-bromo-benzenesulfonyl)-1H-pyrrol-3-yl]-acrylic acid with 300 ml DMF and 2.34 g HOBt.H2O and 21.0 ml Triethylamine is stirred at ambient temperature for 0.5 h. Then it is added 8.8 g EDC.HCL and it is stirred again at ambient temperature for 0.5 h. Finally 3.2 g (2-amino-phenyl)-carbamic acid tert-butyl ester are added and the suspension is stirred at ambient temperature for 24 h. The DMF is evaporated and the residue is extracted with ethyl acetate and water. The o... The reactants are CI, CCO, Cc1coc(-c2cccnc2)n1. Product: Cc1coc(-c2ccc[n+](C)c2)n1, [I-]. RXN SMILES: [CH3:13][I:14].[CH3:15][CH2:16][OH:17].[CH3:1][c:2]1[n:3][c:4](-[c:7]2[cH:8][n:9][cH:10][cH:11][cH:12]2)[o:5][cH:6]1>>[CH3:1][c:2]1[n:3][c:4](-[c:7]2[cH:8][n+:9]([CH3:13])[cH:10][cH:11][cH:12]2)[o:5][cH:6]1.[I-:14]. Reactants: O=C(O)C1C[C@H]1c1ccccc1, Cc1ccc2cccc(N)c2n1. The reagents and catalysts are CC(C)N=C=NC(C)C (DIC), C1=CC=C2C(=C1)N=NN2O (HOBt). The solvent is CN(C)C=O (DMF), CN(C)C=O (DMF), CN(C)C=O (DMF), CN(C)C=O (DMF), CN(C)C=O (DMF), CN(C)C=O (DMF). Conditions: temperature 25 celsius, time 2 hour. Yields the product Cc1ccc2cccc(NC(=O)C3C[C@H]3c3ccccc3)c2n1. The yield is 41.4%. As a reaction SMILES: Cc1ccc2cccc(N)c2n1.O=C(O)C1C[C@H]1c1ccccc1.CC(C)N=C=NC(C)C.C1=CC=C2C(=C1)N=NN2O.CN(C)C=O>>Cc1ccc2cccc(NC(=O)C3C[C@H]3c3ccccc3)c2n1. Starting materials: CI (Methyliodide), O=C1N(C=2CCCC(C2C(N1)C1=C(C=C(C#N)C=C1)SC)=O)C1=CC(=CC=C1)C(F)(F)F (4-[2,5-dioxo-1-(3-trifluoromethyl-phenyl)-1,2,3,4,5,6,7,8-octahydro-quinazolin-4-yl]-3-methylsulfanyl-benzonitrile), O=C1N(C=2CCCC(C2C(N1)C1=C(C=C(C#N)C=C1)SC)=O)C1=CC(=CC=C1)C(F)(F)F (4-[2,5-dioxo-1-(3-trifluoromethyl-phenyl)-1,2,3,4,5,6,7,8-octahydro-quinazolin-4-yl]-3-methylsulfanyl-benzonitrile), C([O-])([O-])=O.[Cs+].[Cs+] (cesium carbonate), C([O-])([O-])=O.[Cs+].[Cs+] (cesium carbonate). The solvent is CN(C)C=O (DMF). Run at time 2 hour. Product: CN1C(N(C=2CCCC(C2C1C1=C(C=C(C#N)C=C1)SC)=O)C1=CC(=CC=C1)C(F)(F)F)=O (4-[3-Methyl-2,5-dioxo-1-(3-trifluoromethyl-phenyl)-1,2,3,4,5,6,7,8-octahydro-quinazolin-4-yl]-3-methylsulfanyl-benzonitrile). RXN SMILES: CI.[O:3]=[C:4]1[NH:13][CH:12]([C:14]2[CH:21]=[CH:20][C:17]([C:18]#[N:19])=[CH:16][C:15]=2[S:22][CH3:23])[C:11]2[C:10](=[O:24])[CH2:9][CH2:8][CH2:7][C:6]=2[N:5]1[C:25]1[CH:30]=[CH:29][CH:28]=[C:27]([C:31]([F:34])([F:33])[F:32])[CH:26]=1.[C:35](=O)([O-])[O-].[Cs+].[Cs+]>CN(C=O)C>[CH3:35][N:13]1[CH:12]([C:14]2[CH:21]=[CH:20][C:17]([C:18]#[N:19])=[CH:16][C:15]=2[S:22][CH3:23])[C:11]2[C:10](=[O:24])[CH2:9][CH2:8][CH2:7][C:6]=2[N:5]([C:25]2[CH:30]=[CH:29][CH:28]=[C:27]([C:31]([F:34])([F:33])[F:32])[CH:26]=2)[C:4]1=[O:3] |f:2.3.4|. Procedure details: Methyliodide (70 μL, 1.10 mmol) is added to a mixture of 4-[2,5-dioxo-1-(3-trifluoromethyl-phenyl)-1,2,3,4,5,6,7,8-octahydro-quinazolin-4-yl]-3-methylsulfanyl-benzonitrile (INTERMEDIATE 6; 177 mg; 0.354 mmol) and cesium carbonate (300 mg, 0.921 mmol) in DMF (2.4 mL) and the mixture is stirred at room temperature for 2 h. During the reaction, more cesium carbonate is added in small portions (total of 700 mg; 2.15 mmol). The reaction mixture is filtered and the filtrate is purified by reversed pha... Reactants: O=C1CCC(=O)N1Br, CC(=O)c1ccco1, CN(C)C=O, O. Product: CC(=O)c1ccc(Br)o1. RXN SMILES: [Br:9][N:10]1[C:11](=[O:12])[CH2:13][CH2:14][C:15]1=[O:16].[CH3:1][C:2](=[O:3])[c:4]1[cH:5][cH:6][cH:7][o:8]1.[O:18]=[CH:19][N:20]([CH3:21])[CH3:22].[OH2:17]>>[CH3:1][C:2](=[O:3])[c:4]1[cH:5][cH:6][c:7]([Br:9])[o:8]1. Starting materials: O=C([O-])[O-], COc1ccccc1O, CN(C)C=O, O=C1c2c(Cl)cccc2-n2cnc(C(=O)n3ccnc3)c2C2CCCN12, [K+], [K+], O. The product is COc1ccccc1OC(=O)c1ncn2c1C1CCCN1C(=O)c1c(Cl)cccc1-2. Reaction SMILES: [C:27](=[O:28])([O-:29])[O-:30].[CH3:33][O:34][c:35]1[cH:36][cH:37][cH:38][cH:39][c:40]1[OH:41].[CH3:42][N:43]([CH3:44])[CH:45]=[O:46].[Cl:1][c:2]1[cH:3][cH:4][cH:5][c:6]2[c:7]1[C:8](=[O:26])[N:9]1[CH:10]([c:11]3[n:12]-2[cH:13][n:14][c:15]3[C:16](=[O:17])[n:18]2[cH:19][cH:20][n:21][cH:22]2)[CH2:23][CH2:24][CH2:25]1.[K+:31].[K+:32].[OH2:47]>>[Cl:1][c:2]1[cH:3][cH:4][cH:5][c:6]2[c:7]1[C:8](=[O:26])[N:9]1[CH:10]([c:11]3[n:12]-2[cH:13][n:14][c:15]3[C:16](=[O:17])[O:41][c:40]2[c:35]([O:34][CH3:33])[cH:36][cH:37][cH:38][cH:39]2)[CH2:23][CH2:24][CH2:25]1. Conditions: time 16 hour. Solvent: O1CCCC1 (tetrahydrofuran). Reaction SMILES: [CH2:1]([OH:5])[CH2:2][CH2:3][OH:4].[Cl:6][C:7]1[CH:8]=[C:9](O)[CH:10]=[C:11]([C:13]([N:15]([CH:19]2[CH2:23][CH2:22][CH2:21][CH2:20]2)[CH2:16][CH:17]=[CH2:18])=[O:14])[CH:12]=1.N(C(OCC)=O)=NC(OCC)=O>O1CCCC1>[Cl:6][C:7]1[CH:12]=[C:11]([C:13]([N:15]([CH:19]2[CH2:20][CH2:21][CH2:22][CH2:23]2)[CH2:16][CH:17]=[CH2:18])=[O:14])[CH:10]=[C:9]([O:4][CH2:3][CH2:2][CH2:1][OH:5])[CH:8]=1. Isolated yield 77.0%. Reactants: C(CCO)O (1,3-propanediol), ClC=1C=C(C=C(C1)C(=O)N(CC=C)C1CCCC1)O ((5-chloro-3-hydroxyphenyl)-N-cyclopentyl-N-prop-2-enylcarboxamide), N(=NC(=O)OCC)C(=O)OCC (diethyl azodicarboxylate). Yields the product ClC=1C=C(C=C(C1)OCCCO)C(=O)N(CC=C)C1CCCC1 ([3-chloro-5-(3-hydroxypropoxy)phenyl]-N-cyclopentyl-N-prop-2-enylcarboxamide). Procedure: To a solution of tetrahydrofuran (100 mL), 1,3-propanediol (1.6 mL, 30 mmol) and phenol 16 (4.3 g, 15 mmol) at 0° C. was added diethyl azodicarboxylate (DEAD, 3.6 mL, 23 mmol) dropwise over 10 min. The solution was warmed to ambient temperature and stirred for 16 h, prior to concentration in vacuo. The oil was partially purified by chromatography on silica gel to provide alcohol 17 (3.9 g) contaminated with Mitsunobu by-products. This material was used directly in subsequent experiments. 1H NMR ... Starting materials: solution, C1(=CC=CC=C1)[Mg]Cl (PhMgCl), C1CCOC1 (THF), [NH4+].[Cl-] (NH4Cl), C(C)(C)(C)OC(=O)N1[C@H](C1)[C@@H](CCl)O[Si](C)(C)C(C)(C)C (N-t-butyloxycarbonyl-2(R)-(1(S)-t-butyldimetylsilyloxy-2-chloroethyl)aziridine). The solvent is C1(=CC=CC=C1)C (toluene). Conditions: temperature -78 celsius, time 8 hour. The product is [Si](C)(C)(C(C)(C)C)O[C@H](CCl)[C@@H](CC1=CC=CC=C1)NC(=O)OC(C)(C)C (2(S)-t-butyldimetylsilyloxy-3(R)-(t-butyloxycarbonyl)amino-1-chloro-4-phenylbutane). The yield is 75.0%. As a reaction SMILES: [C:1]([O:5][C:6]([N:8]1[CH2:10][C@@H:9]1[C@H:11]([O:14][Si:15]([C:18]([CH3:21])([CH3:20])[CH3:19])([CH3:17])[CH3:16])[CH2:12][Cl:13])=[O:7])([CH3:4])([CH3:3])[CH3:2].[C:22]1([Mg]Cl)[CH:27]=[CH:26][CH:25]=[CH:24][CH:23]=1.C1COCC1.[NH4+].[Cl-]>C1(C)C=CC=CC=1>[Si:15]([O:14][C@@H:11]([C@H:9]([NH:8][C:6]([O:5][C:1]([CH3:3])([CH3:2])[CH3:4])=[O:7])[CH2:10][C:22]1[CH:27]=[CH:26][CH:25]=[CH:24][CH:23]=1)[CH2:12][Cl:13])([C:18]([CH3:21])([CH3:19])[CH3:20])([CH3:16])[CH3:17] |f:3.4|. Procedure: To a magnetically stirred solution of N-t-butyloxycarbonyl-2(R)-(1(S)-t-butyldimetylsilyloxy-2-chloroethyl)aziridine (36.0 mg, 0.107 mmol) in toluene was added copper bromide dimethyl sulfide complex (11.0 mg, 0.054 mmol) at rt under N2. The reaction mixture was cooled to −78° C. then treated with a 2 M solution of PhMgCl in THF (0.54 mL, 1.072 mmol). The resulting mixture was warmed to −20° C. and stirred overnight. The reaction mixture was treated with sat NH4Cl (4 mL) and extracted with EtOAc...